From a dataset of the Open Reaction Database (ORD), a public repository of structured organic reaction records. describe an organic reaction: reactants, conditions, products, and yield The reactants are Cl.NC(C(C(F)(F)F)O)C(C)C (3-amino-1,1,1-trifluoro-4-methyl-2-pentanol hydrochloride), CN1CCOCC1 (4-methylmorpholine), ClCC(=O)Cl (chloroacetyl chloride). Procedure: To a solution of 3-amino-1,1,1-trifluoro-4-methyl-2-pentanol hydrochloride (20 g) in distilled tetrahydrofuran (480 mL) under nitrogen was added 4-methylmorpholine (21.8 mL) resulting in a white precipitate. A solution of chloroacetyl chloride (7.7 mL) in distilled tetrahydrofuran (40 mL) was added dropwise over 1 hour, and the mixture was stirred overnight. The mixture was diluted with ethyl acetate and filtered to remove undissolved solids. The filtrate was washed with 10% hydrochloric acid, w... Product: ClCC(=O)NC(C(C(F)(F)F)O)C(C)C (2-chloro-N-(3,3,3-trifluoro-2-hydroxy-1-isopropyl-propyl)acetamide). RXN SMILES: Cl.[NH2:2][CH:3]([CH:10]([CH3:12])[CH3:11])[CH:4]([OH:9])[C:5]([F:8])([F:7])[F:6].CN1CCOCC1.[Cl:20][CH2:21][C:22](Cl)=[O:23]>O1CCCC1.C(OCC)(=O)C>[Cl:20][CH2:21][C:22]([NH:2][CH:3]([CH:10]([CH3:12])[CH3:11])[CH:4]([OH:9])[C:5]([F:6])([F:7])[F:8])=[O:23] |f:0.1|. Run at time 8 hour. The solvent is O1CCCC1 (tetrahydrofuran), O1CCCC1 (tetrahydrofuran), C(C)(=O)OCC (ethyl acetate). RXN SMILES: [Br:1][c:2]1[c:3](=[O:8])[nH:4][cH:5][cH:6][cH:7]1.[CH3:30][S:31]([CH3:32])=[O:33].[CH3:9][C:10]([CH3:11])([O-:12])[CH3:13].[Cl-:29].[F:15][c:16]1[c:17]([CH:25]=[CH:26][CH3:27])[cH:18][c:19]([N+:22](=[O:23])[O-:24])[cH:20][cH:21]1.[K+:14].[Na+:28].[OH2:34]>>[Br:1][c:2]1[c:3](=[O:8])[n:4](-[c:16]2[c:17]([CH:25]=[CH:26][CH3:27])[cH:18][c:19]([N+:22](=[O:23])[O-:24])[cH:20][cH:21]2)[cH:5][cH:6][cH:7]1. Product: CC=Cc1cc([N+](=O)[O-])ccc1-n1cccc(Br)c1=O. Reactants: O=c1[nH]cccc1Br, CS(C)=O, CC(C)(C)[O-], [Cl-], CC=Cc1cc([N+](=O)[O-])ccc1F, [K+], [Na+], O. Starting materials: P(=O)(O)(O)C(CNC=1C=NC=CC1)S(=O)(=O)O (1-phosphono-2-(3-pyridinylamino)ethanesulfonic acid). Reagents/catalysts: [Pd] (palladium on charcoal). Solvent: O (water). Conditions: time 2 day. Product: P(=O)(O)(O)C(CNC1CNCCC1)S(=O)(=O)O (1-phosphono-2-(3-piperidinylamino)ethanesulfonic acid). Reaction SMILES: [P:1]([CH:5]([S:14]([OH:17])(=[O:16])=[O:15])[CH2:6][NH:7][C:8]1[CH:9]=[N:10][CH:11]=[CH:12][CH:13]=1)([OH:4])([OH:3])=[O:2]>[Pd].O>[P:1]([CH:5]([S:14]([OH:17])(=[O:15])=[O:16])[CH2:6][NH:7][CH:8]1[CH2:13][CH2:12][CH2:11][NH:10][CH2:9]1)([OH:4])([OH:3])=[O:2]. Procedure details: A mixture of 1 g of 1-phosphono-2-(3-pyridinylamino)ethanesulfonic acid and 0.5 g of palladium on charcoal catalyst in 50 ml of distilled water is hydrogenated on a Parr apparatus at 40 PSI for about 2 days. The catalyst is removed by filtration, and the filtrate is concentrated to a few mls. Ethanol is added slowly to precipitate a solid, which is recrystallized from water/ethanol to afford 1-phosphono-2-(3-piperidinylamino)ethanesulfonic acid. The product is CC1(C)C=Cc2c(ccc3[nH]c4c(c23)CCN(Cc2ccccc2)CC4)O1. Reaction SMILES: [Al+3:30].[C:1]([c:2]1[cH:3][cH:4][cH:5][cH:6][cH:7]1)(=[O:8])[N:9]1[CH2:10][CH2:11][c:12]2[nH:13][c:14]3[cH:15][cH:16][c:17]4[c:18]([c:19]3[c:20]2[CH2:21][CH2:22]1)[CH:23]=[CH:24][C:25]([CH3:27])([CH3:28])[O:26]4.[H-:29].[H-:32].[H-:33].[H-:34].[Li+:31].[Na+:37].[O:38]1[CH2:39][CH2:40][CH2:41][CH2:42]1.[OH-:36].[OH2:35]>>[CH2:1]([c:2]1[cH:3][cH:4][cH:5][cH:6][cH:7]1)[N:9]1[CH2:10][CH2:11][c:12]2[nH:13][c:14]3[cH:15][cH:16][c:17]4[c:18]([c:19]3[c:20]2[CH2:21][CH2:22]1)[CH:23]=[CH:24][C:25]([CH3:27])([CH3:28])[O:26]4. Reactants: [Al+3], CC1(C)C=Cc2c(ccc3[nH]c4c(c23)CCN(C(=O)c2ccccc2)CC4)O1, [H-], [H-], [H-], [H-], [Li+], [Na+], C1CCOC1, [OH-], O. Starting materials: CO (MeOH), C(CC)N (n-propylamine), CCN(C(C)C)C(C)C (DIPEA), Cl.ClC1=C(C(=CC=C1)Cl)C=1NC2=C(N1)C=CC(=C2)C(=O)Cl (2-(2,6-dichloro-phenyl)-3H-benzoimidazole-5-carbonyl chloride hydrochloride salt). Run in C(C)#N (acetonitrile). Yields the product C(CC)NC(=O)C1=CC2=C(N=C(N2)C2=C(C=CC=C2Cl)Cl)C=C1 (2-(2,6-dichloro-phenyl)-3H-benzoimidazole-5-carboxylic acid propylamide). As a reaction SMILES: Cl.[Cl:2][C:3]1[CH:8]=[CH:7][CH:6]=[C:5]([Cl:9])[C:4]=1[C:10]1[NH:11][C:12]2[CH:18]=[C:17]([C:19](Cl)=[O:20])[CH:16]=[CH:15][C:13]=2[N:14]=1.[CH2:22]([NH2:25])[CH2:23][CH3:24].CCN(C(C)C)C(C)C.CO>C(#N)C>[CH2:22]([NH:25][C:19]([C:17]1[CH:16]=[CH:15][C:13]2[N:14]=[C:10]([C:4]3[C:5]([Cl:9])=[CH:6][CH:7]=[CH:8][C:3]=3[Cl:2])[NH:11][C:12]=2[CH:18]=1)=[O:20])[CH2:23][CH3:24] |f:0.1|. Procedure: A suspension of 2-(2,6-dichloro-phenyl)-3H-benzoimidazole-5-carbonyl chloride hydrochloride salt in acetonitrile (0.2 M, 0.10 mL) was added to a vial containing n-propylamine (0.2 M in toluene, 0.11 mL) and DIPEA (0.5M in toluene, 0.10 mL). After incubation on a shaker at ambient temperature overnight, the mixture was diluted by MeOH and the whole was loaded onto a solid phase extraction (SPE) cartridge that contained strong cation exchange (SCX) (1 g media in 6 mL cartridge, United Chemical Tec... Product: CC#CC1(CCCCC)CCC(C2CCC(CCCCC)CC2)CC1. Reaction SMILES: [C:6](#[CH:7])[C:8]1([CH2:25][CH2:26][CH2:27][CH2:28][CH3:29])[CH2:9][CH2:10][CH:11]([CH:14]2[CH2:15][CH2:16][CH:17]([CH2:20][CH2:21][CH2:22][CH2:23][CH3:24])[CH2:18][CH2:19]2)[CH2:12][CH2:13]1.[CH2:1]([Li:2])[CH2:3][CH2:4][CH3:5].[CH2:47]1[O:48][CH2:49][CH2:50][CH2:51]1.[CH3:32][N:33]1[CH2:34][CH2:35][CH2:36][N:37]([CH3:38])[C:39]1=[O:40].[CH3:41][CH2:42][CH2:43][CH2:44][CH2:45][CH3:46].[I:30][CH3:31]>>[CH3:1][C:7]#[C:6][C:8]1([CH2:25][CH2:26][CH2:27][CH2:28][CH3:29])[CH2:9][CH2:10][CH:11]([CH:14]2[CH2:15][CH2:16][CH:17]([CH2:20][CH2:21][CH2:22][CH2:23][CH3:24])[CH2:18][CH2:19]2)[CH2:12][CH2:13]1. Reactants: C#CC1(CCCCC)CCC(C2CCC(CCCCC)CC2)CC1, [Li]CCCC, C1CCOC1, CN1CCCN(C)C1=O, CCCCCC, CI.